describe an organic reaction: reactants, conditions, products, and yield From a dataset of the Open Reaction Database (ORD), a public repository of structured organic reaction records. Reactants: O[C@]1(C[C@@H](CCC1)C)CNC(=O)C=1C=2C=CC(=NC2C=CC1Cl)Cl (2,6-dichloro-quinoline-5-carboxylic acid ((1R,3R)-1-hydroxy-3methyl-cyclohexylmethyl)-amide), CCN(C(C)C)C(C)C (DIPEA), C(C)C1C(N(CC1)N)C (3-ethyl-methyl-amino-pyrrolidine). Product: O[C@]1(C[C@@H](CCC1)C)CNC(=O)C=1C=2C=CC(=NC2C=CC1Cl)N1C(C(CC1)CC)(N)C (6-Chloro-2-(3-ethyl-methyl-amino-pyrrolidin-1-yl)-quinoline-5-carboxylic acid ((1R,3R)-1-hydroxy-3-methyl-cyclohexylmethyl)-amide). RXN SMILES: [OH:1][C@:2]1([CH2:9][NH:10][C:11]([C:13]2[C:14]3[CH:15]=[CH:16][C:17](Cl)=[N:18][C:19]=3[CH:20]=[CH:21][C:22]=2[Cl:23])=[O:12])[CH2:7][CH2:6][CH2:5][C@@H:4]([CH3:8])[CH2:3]1.CC[N:27](C(C)C)C(C)C.[CH2:34]([CH:36]1[CH2:40][CH2:39][N:38](N)[CH:37]1[CH3:42])[CH3:35]>>[OH:1][C@:2]1([CH2:9][NH:10][C:11]([C:13]2[C:14]3[CH:15]=[CH:16][C:17]([N:38]4[CH2:39][CH2:40][CH:36]([CH2:34][CH3:35])[C:37]4([CH3:42])[NH2:27])=[N:18][C:19]=3[CH:20]=[CH:21][C:22]=2[Cl:23])=[O:12])[CH2:7][CH2:6][CH2:5][C@@H:4]([CH3:8])[CH2:3]1. Procedure details: The title compound was synthesized according to the procedure described in example 1 using 2,6-dichloro-quinoline-5-carboxylic acid ((1R,3R)-1-hydroxy-3methyl-cyclohexylmethyl)-amide, DIPEA and 3-ethyl-methyl-amino-pyrrolidine. 1H NMR (400 MHz, DMSO-d6) δ ppm 8.75 (1H), 7.85 (m, 1H), 7.58 (2H), 7.05 (1H), 4.16 (s, 1H), 4.00 (t, 2H), 3.80 (t, 1H), 3.55 (m, 1H), 3.26 (m, 2H), 2.44 (m, 2H), 2.22 (s, 3H), 2.06 (m, 2H), 1.85 (m, 2H), 1.74-1.76 (m, 5H), 1.27 (t, 1H), 1.07 (t, 3H), 0.83 (d, 3H). m/z: 4... Product: NC=1N=NC=C(N1)NCCN (3-Amino-5-(2-amino-1-ethylamino)-1,2,4-triazine). Run at temperature 120 celsius, time 3.5 hour. Procedure: To a slurry of 3-amino-5-ethoxy-1,2,4-triazine (1.40 g, 0.0100 mol) in xylene (5 ml) was added ethylenediamine (1.00 ml, 0.0150 mol). The mixture was stirred at 120° C. for 3.5 hours, cooled, and concentrated to dryness in vacuo. The residue was stirred under ether, filtered off, and dried to give the title product, 16, (1.47 g, 95%, m.p. 186°-191° C.). Run in C=1(C(=CC=CC1)C)C (xylene). As a reaction SMILES: [NH2:1][C:2]1[N:3]=[N:4][CH:5]=[C:6](OCC)[N:7]=1.[CH2:11]([NH2:14])[CH2:12][NH2:13]>C1(C)C(C)=CC=CC=1>[NH2:1][C:2]1[N:3]=[N:4][CH:5]=[C:6]([NH:13][CH2:12][CH2:11][NH2:14])[N:7]=1. Reactants: NC=1N=NC=C(N1)OCC (3-amino-5-ethoxy-1,2,4-triazine), C(CN)N (ethylenediamine).